Dataset: the Open Reaction Database (ORD), a public repository of structured organic reaction records. Task: describe an organic reaction: reactants, conditions, products, and yield The reactants are Cl.NCC1=C2N=C(C(=NC2=CC(=C1)Br)OC)OC (5-aminomethyl-7-bromo-2,3-dimethoxy-quinoxaline hydrochloride), O1C(=CC=C1)C(=O)O (furan-2-carboxylic acid), Cl.CN(CCCN=C=NCC)C (N-(3-dimethylaminopropyl)-N'-ethyl-carbodiimide hydrochloride). Reagents/catalysts: CN(C1=CC=NC=C1)C (4-dimethylamino-pyridine). Run in C1CCOC1 (THF). Yields the product BrC1=CC(=C2N=C(C(=NC2=C1)OC)OC)CNC(=O)C=1OC=CC1 (Furan-2-carboxylic acid (7-bromo-2,3-dimethoxy-quinoxalin-5-ylmethyl)-amide). RXN SMILES: Cl.[NH2:2][CH2:3][C:4]1[CH:13]=[C:12]([Br:14])[CH:11]=[C:10]2[C:5]=1[N:6]=[C:7]([O:17][CH3:18])[C:8]([O:15][CH3:16])=[N:9]2.[O:19]1[CH:23]=[CH:22][CH:21]=[C:20]1[C:24](O)=[O:25].Cl.CN(C)CCCN=C=NCC>CN(C)C1C=CN=CC=1.C1COCC1>[Br:14][C:12]1[CH:11]=[C:10]2[C:5]([N:6]=[C:7]([O:17][CH3:18])[C:8]([O:15][CH3:16])=[N:9]2)=[C:4]([CH2:3][NH:2][C:24]([C:20]2[O:19][CH:23]=[CH:22][CH:21]=2)=[O:25])[CH:13]=1 |f:0.1,3.4|. Procedure: 300 mg (1 mmol) of 5-aminomethyl-7-bromo-2,3-dimethoxy-quinoxaline hydrochloride, 124 mg (1.1 equiv.) of furan-2-carboxylic acid, 212 mg (1.1 equiv.) of N-(3-dimethylaminopropyl)-N'-ethyl-carbodiimide hydrochloride and 12.2 mg (0.1 equiv.) of 4-dimethylamino-pyridine are stirred in dried THF at 20° C. for 20 hours. The mixture is poured onto water, and the solid is filtered off and washed with water and diethyl ether. After drying under a high vacuum, the title compound is obtained in the form o...